Dataset: the Open Reaction Database (ORD), a public repository of structured organic reaction records. Task: describe an organic reaction: reactants, conditions, products, and yield Yields the product COc1ccc(CNc2ncnc3c2ccn3C2CC(CN(C(C)C)C3CC(CCC(=O)Nc4ccc(OC(F)(F)F)cc4N)C3)C3OC(C)(C)OC32)c(OC)c1. RXN SMILES: [CH3:1][O:2][c:3]1[c:4]([CH2:5][NH:6][c:7]2[c:8]3[c:9]([n:10][cH:11][n:12]2)[n:13]([CH:16]2[CH2:17][CH:18]([CH2:26][N:27]([CH:28]4[CH2:29][CH:30]([CH2:32][CH2:33][C:34](=[O:35])[OH:36])[CH2:31]4)[CH:37]([CH3:38])[CH3:39])[CH:19]4[CH:20]2[O:21][C:22]([CH3:24])([CH3:25])[O:23]4)[cH:14][cH:15]3)[cH:40][cH:41][c:42]([O:44][CH3:45])[cH:43]1.[CH3:68][N:69]([CH3:70])[CH:71]=[O:72].[CH:46]([N:47]([CH2:48][CH3:49])[CH:50]([CH3:51])[CH3:52])([CH3:53])[CH3:54].[F:55][C:56]([O:57][c:58]1[cH:59][c:60]([NH2:65])[c:61]([NH2:64])[cH:62][cH:63]1)([F:66])[F:67]>>[CH3:1][O:2][c:3]1[c:4]([CH2:5][NH:6][c:7]2[c:8]3[c:9]([n:10][cH:11][n:12]2)[n:13]([CH:16]2[CH2:17][CH:18]([CH2:26][N:27]([CH:28]4[CH2:29][CH:30]([CH2:32][CH2:33][C:34](=[O:36])[NH:64][c:61]5[c:60]([NH2:65])[cH:59][c:58]([O:57][C:56]([F:55])([F:66])[F:67])[cH:63][cH:62]5)[CH2:31]4)[CH:37]([CH3:38])[CH3:39])[CH:19]4[CH:20]2[O:21][C:22]([CH3:24])([CH3:25])[O:23]4)[cH:14][cH:15]3)[cH:40][cH:41][c:42]([O:44][CH3:45])[cH:43]1. Starting materials: COc1ccc(CNc2ncnc3c2ccn3C2CC(CN(C(C)C)C3CC(CCC(=O)O)C3)C3OC(C)(C)OC32)c(OC)c1, CN(C)C=O, CCN(C(C)C)C(C)C, Nc1ccc(OC(F)(F)F)cc1N. The reactants are COC(=O)N=C(SC)C(=Nc1ccc(-c2noc(C)n2)cc1)c1cc(CO)cc(OC)c1, COCCN(CCOC)S(F)(F)F, CCOC(C)=O, [Cl-], ClCCl, [NH4+]. Yields the product COC(=O)N=C(SC)C(=Nc1ccc(-c2noc(C)n2)cc1)c1cc(CF)cc(OC)c1. RXN SMILES: [CH3:1][O:2][C:3]([N:4]=[C:5]([C:6](=[N:7][c:8]1[cH:9][cH:10][c:11](-[c:14]2[n:15][o:16][c:17]([CH3:19])[n:18]2)[cH:12][cH:13]1)[c:20]1[cH:21][c:22]([CH2:28][OH:29])[cH:23][c:24]([O:26][CH3:27])[cH:25]1)[S:30][CH3:31])=[O:32].[CH3:33][O:34][CH2:35][CH2:36][N:37]([S:38]([F:39])([F:40])[F:43])[CH2:41][CH2:42][O:44][CH3:45].[CH3:48][CH2:49][O:50][C:51](=[O:52])[CH3:53].[Cl-:46].[Cl:54][CH2:55][Cl:56].[NH4+:47]>>[CH3:1][O:2][C:3]([N:4]=[C:5]([C:6](=[N:7][c:8]1[cH:9][cH:10][c:11](-[c:14]2[n:15][o:16][c:17]([CH3:19])[n:18]2)[cH:12][cH:13]1)[c:20]1[cH:21][c:22]([CH2:28][F:43])[cH:23][c:24]([O:26][CH3:27])[cH:25]1)[S:30][CH3:31])=[O:32]. Starting materials: CC(C)Oc1ccccc1Br, C1CNCCN1. Product: CC(C)Oc1ccccc1N1CCNCC1. As a reaction SMILES: [Br:7][c:8]1[c:9]([O:14][CH:15]([CH3:16])[CH3:17])[cH:10][cH:11][cH:12][cH:13]1.[CH2:1]1[CH2:2][NH:3][CH2:4][CH2:5][NH:6]1>>[CH2:1]1[CH2:2][N:3]([c:8]2[c:9]([O:14][CH:15]([CH3:16])[CH3:17])[cH:10][cH:11][cH:12][cH:13]2)[CH2:4][CH2:5][NH:6]1. Reactants: Cl, CC(C)N(Cc1ccccc1)CC(O)CNC(=O)c1cccc2c1SCCC2. Product: CC(C)N(Cc1ccccc1)CC(O)CN. Reaction SMILES: [ClH:29].[S:1]1[c:2]2[c:3]([cH:4][cH:5][cH:6][c:7]2[C:8](=[O:9])[NH:13][CH2:14][CH:15]([CH2:16][N:17]([CH2:18][c:19]2[cH:20][cH:21][cH:22][cH:23][cH:24]2)[CH:25]([CH3:26])[CH3:27])[OH:28])[CH2:10][CH2:11][CH2:12]1>>[NH2:13][CH2:14][CH:15]([CH2:16][N:17]([CH2:18][c:19]1[cH:20][cH:21][cH:22][cH:23][cH:24]1)[CH:25]([CH3:26])[CH3:27])[OH:28].